From a dataset of the Open Reaction Database (ORD), a public repository of structured organic reaction records. describe an organic reaction: reactants, conditions, products, and yield The reactants are FC1=C(C(=C(C(=C1O)F)F)F)F (pentafluorophenol), N1=CC=CC=C1 (pyridine), ClC(C(=O)OCC)=O (ethyl chloroglyoxylate). The solvent is C1(=CC=CC=C1)C (toluene). Reaction conditions: time 1 hour. Yields the product C(C(=O)OCC)(=O)OC1=C(C(=C(C(=C1F)F)F)F)F (pentafluorophenyl ethyl oxalate). Yield: 52.8%. RXN SMILES: [F:1][C:2]1[C:7]([OH:8])=[C:6]([F:9])[C:5]([F:10])=[C:4]([F:11])[C:3]=1[F:12].N1C=CC=CC=1.Cl[C:20](=[O:26])[C:21]([O:23][CH2:24][CH3:25])=[O:22]>C1(C)C=CC=CC=1>[C:20]([O:8][C:7]1[C:2]([F:1])=[C:3]([F:12])[C:4]([F:11])=[C:5]([F:10])[C:6]=1[F:9])(=[O:26])[C:21]([O:23][CH2:24][CH3:25])=[O:22]. Procedure details: In 50 ml of toluene, 16.5 g (90 mmol) of pentafluorophenol and 8 ml (99 mmol) of pyridine were dissolved. To the solution, 12.9 g (94 mmol) of ethyl chloroglyoxylate were added dropwise under an ice bath for the reaction. After 1 hour stirring at room temperature, the reaction mixture was filtered and concentrated. The thus obtained crude product was refined by distillation to obtain 13.5 g of pentafluorophenyl ethyl oxalate (colorless liquid). The compound had a melting point of 70 to 71° C./2 ... Starting materials: CI, [H-], CCOC(=O)c1ccc(Cl)c(N)c1[N+](=O)[O-], [Na+], CN(C)C=O. Yields the product CCOC(=O)c1ccc(Cl)c(NC)c1[N+](=O)[O-]. Reaction SMILES: [CH3:19][I:20].[H-:17].[NH2:1][c:2]1[c:3]([N+:14](=[O:15])[O-:16])[c:4]([C:5](=[O:6])[O:7][CH2:8][CH3:9])[cH:10][cH:11][c:12]1[Cl:13].[Na+:18].[O:21]=[CH:22][N:23]([CH3:24])[CH3:25]>>[NH:1]([c:2]1[c:3]([N+:14](=[O:15])[O-:16])[c:4]([C:5](=[O:6])[O:7][CH2:8][CH3:9])[cH:10][cH:11][c:12]1[Cl:13])[CH3:19]. Reactants: Cc1cc(C)c(Nc2nc(C)ncc2S(=O)(=O)c2ccc(C#N)cc2)c(C)c1, Cc1ccccc1, NCCN, [Na+], O=C([O-])O. The product is Cc1cc(C)c(Nc2nc(C)ncc2S(=O)(=O)c2ccc(C3=NCCN3)cc2)c(C)c1. RXN SMILES: [CH3:1][c:2]1[n:3][cH:4][c:5]([S:18](=[O:19])(=[O:20])[c:21]2[cH:22][cH:23][c:24]([C:25]#[N:26])[cH:27][cH:28]2)[c:6]([NH:8][c:9]2[c:10]([CH3:17])[cH:11][c:12]([CH3:16])[cH:13][c:14]2[CH3:15])[n:7]1.[CH3:38][c:39]1[cH:40][cH:41][cH:42][cH:43][cH:44]1.[NH2:29][CH2:30][CH2:31][NH2:32].[Na+:37].[O-:33][C:34]([OH:35])=[O:36]>>[CH3:1][c:2]1[n:3][cH:4][c:5]([S:18](=[O:19])(=[O:20])[c:21]2[cH:22][cH:23][c:24]([C:25]3=[N:29][CH2:30][CH2:31][NH:26]3)[cH:27][cH:28]2)[c:6]([NH:8][c:9]2[c:10]([CH3:17])[cH:11][c:12]([CH3:16])[cH:13][c:14]2[CH3:15])[n:7]1.